The task is: describe an organic reaction: reactants, conditions, products, and yield. This data is from the Open Reaction Database (ORD), a public repository of structured organic reaction records. Reactants: CN1C(=C(C2=CC=CC(=C12)Cl)C=O)Cl (1-Methyl-2,7-dichloroindole-3-carbaldehyde), C(=O)([O-])[O-].[K+].[K+] (K2CO3), SCC(=O)OC (methyl 2-mercaptoacetate). Yields the product ClC=1C=CC=C2C3=C(N(C12)C)SC(=C3)C(=O)OC (Methyl 7-chloro-8-methylthieno[2,3-b]indole-2-carboxylate). Isolated yield 83.0%. Reaction SMILES: [CH3:1][N:2]1[C:10]2[C:5](=[CH:6][CH:7]=[CH:8][C:9]=2[Cl:11])[C:4]([CH:12]=O)=[C:3]1Cl.C([O-])([O-])=O.[K+].[K+].[SH:21][CH2:22][C:23]([O:25][CH3:26])=[O:24]>>[Cl:11][C:9]1[CH:8]=[CH:7][CH:6]=[C:5]2[C:10]=1[N:2]([CH3:1])[C:3]1[S:21][C:22]([C:23]([O:25][CH3:26])=[O:24])=[CH:12][C:4]2=1 |f:1.2.3|. Reported procedure: Prepared from (47) (6.5 g), K2CO3 (11.17 g) and methyl 2-mercaptoacetate (4.46 ml) yielding (50) 6.62 g (83%). M.p. 166°-168° C.